Dataset: the Open Reaction Database (ORD), a public repository of structured organic reaction records. Task: describe an organic reaction: reactants, conditions, products, and yield The reactants are CCn1cccc1Cc1cccc(N)c1, ClCCl, CO, [Na+], [Na+], N#CO[Na], O=C([O-])[O-], O=C(O)C(F)(F)F. Yields the product CCn1cccc1Cc1cccc(NC(N)=O)c1. Reaction SMILES: [CH2:1]([CH3:2])[n:3]1[c:4]([CH2:8][c:9]2[cH:10][c:11]([NH2:15])[cH:12][cH:13][cH:14]2)[cH:5][cH:6][cH:7]1.[CH2:33]([Cl:34])[Cl:35].[CH3:36][OH:37].[Na+:27].[Na+:28].[Na:16][O:17][C:18]#[N:19].[O-:29][C:30](=[O:31])[O-:32].[OH:20][C:21]([C:22]([F:23])([F:24])[F:25])=[O:26]>>[CH2:1]([CH3:2])[n:3]1[c:4]([CH2:8][c:9]2[cH:10][c:11]([NH:15][C:18](=[O:17])[NH2:19])[cH:12][cH:13][cH:14]2)[cH:5][cH:6][cH:7]1. Starting materials: P(=O)(O)(O)OC1=CC=C(C[C@H](N)C(=O)O)C=C1 (tyrosine phosphate), Cl (hydrochloric acid). Run in O1CCCC1 (tetrahydrofuran). Yields the product P(=O)(O)(O)OC1=CC=C(C[C@H](N)C(=O)O)C=C1 (tyrosine phosphate), N (ammonia). Reaction SMILES: [P:1]([O:5][C:6]1[CH:17]=[CH:16][C:9]([CH2:10][C@@H:11]([C:13]([OH:15])=[O:14])[NH2:12])=[CH:8][CH:7]=1)([OH:4])([OH:3])=[O:2].Cl>O1CCCC1>[P:1]([O:5][C:6]1[CH:7]=[CH:8][C:9]([CH2:10][C@@H:11]([C:13]([OH:15])=[O:14])[NH2:12])=[CH:16][CH:17]=1)([OH:3])([OH:4])=[O:2].[NH3:12]. Procedure details: The tyrosine phosphate derivative VIII when treated with a mixture of 0.1M hydrochloric acid and tetrahydrofuran (1:1) at room temperature for 3 hours gave less than 5% loss of the phosphate group. Treatment of compound VIII with concentrated ammonia in a sealed tube for 5 hours at 60° C. gave rise to complete removal of both 2-cyanoethyl groups with only a trace of loss of phosphate. Reactants: C, CS(=O)(=O)c1ccc(Oc2ccc([N+](=O)[O-])cc2)cn1, CCO, C1CCOC1, [Pd]. Product: CS(=O)(=O)c1ccc(Oc2ccc(N)cc2)cn1. As a reaction SMILES: [C:29].[CH3:1][S:2](=[O:3])(=[O:4])[c:5]1[n:6][cH:7][c:8]([O:11][c:12]2[cH:13][cH:14][c:15]([N+:18]([O-:19])=[O:20])[cH:16][cH:17]2)[cH:9][cH:10]1.[CH3:21][CH2:22][OH:23].[O:24]1[CH2:25][CH2:26][CH2:27][CH2:28]1.[Pd:30]>>[CH3:1][S:2](=[O:3])(=[O:4])[c:5]1[n:6][cH:7][c:8]([O:11][c:12]2[cH:13][cH:14][c:15]([NH2:18])[cH:16][cH:17]2)[cH:9][cH:10]1. The reactants are C=CCOc1ccc(C(CC(=O)OC)=NOCC)cc1, C1CCOC1, [Li+], [OH-]. Yields the product C=CCOc1ccc(C(CC(=O)O)=NOCC)cc1. Reaction SMILES: [CH2:1]([CH:2]=[CH2:3])[O:4][c:5]1[cH:6][cH:7][c:8]([C:11]([CH2:12][C:13](=[O:14])[O:15][CH3:16])=[N:17][O:18][CH2:19][CH3:20])[cH:9][cH:10]1.[CH2:23]1[O:24][CH2:25][CH2:26][CH2:27]1.[Li+:21].[OH-:22]>>[CH2:1]([CH:2]=[CH2:3])[O:4][c:5]1[cH:6][cH:7][c:8]([C:11]([CH2:12][C:13](=[O:14])[OH:15])=[N:17][O:18][CH2:19][CH3:20])[cH:9][cH:10]1. Starting materials: ClC1=C(C=NC2=CC(=C(C=C12)[N+](=O)[O-])OC)C#N (4-chloro-7-methoxy-6-nitro-quinoline-3-carbonitrile), BrC=1C=C(N)C=CC1 (3-bromo aniline), C([O-])(O)=O.[Na+] (sodium bicarbonate). Solvent: COC(C)O (methoxyethanol). Yields the product BrC=1C=C(C=CC1)NC1=C(C=NC2=CC(=C(C=C12)[N+](=O)[O-])OC)C#N (4-[(3-bromophenyl)amino]-7-methoxy-6-nitro-quinoline-3-carbonitrile). Isolated yield 15.3%. As a reaction SMILES: Cl[C:2]1[C:11]2[C:6](=[CH:7][C:8]([O:15][CH3:16])=[C:9]([N+:12]([O-:14])=[O:13])[CH:10]=2)[N:5]=[CH:4][C:3]=1[C:17]#[N:18].[Br:19][C:20]1[CH:21]=[C:22]([CH:24]=[CH:25][CH:26]=1)[NH2:23].C(=O)(O)[O-].[Na+]>COC(O)C>[Br:19][C:20]1[CH:21]=[C:22]([NH:23][C:2]2[C:11]3[C:6](=[CH:7][C:8]([O:15][CH3:16])=[C:9]([N+:12]([O-:14])=[O:13])[CH:10]=3)[N:5]=[CH:4][C:3]=2[C:17]#[N:18])[CH:24]=[CH:25][CH:26]=1 |f:2.3|. Reported procedure: A solution of 5.2 g (19.7 mmol) of 4-chloro-7-methoxy-6-nitro-quinoline-3-carbonitrile and 3.7 g (21.7 mmol) of 3-bromo aniline in 130 ml of methoxyethanol was refluxed under nitrogen for 4 hours. The reaction mixture was poured into dilute sodium bicarbonate solution. Solid was collected and washed with water and dried in air. The solid was chromatographed on silica gel eluting with chloroform-ethyl acetate 9:1. Solvent was removed from product fractions giving 1.2 g of 4-[(3-bromophenyl)amino]... Starting materials: CC(=O)Nc1ccc(-c2nnc(C(Nc3ccc(C#N)c(Cl)c3C)C(C)O[Si](C)(C)C(C)(C)C)o2)cc1, CCCC[N+](CCCC)(CCCC)CCCC, C1CCOC1, [F-]. The product is CC(=O)Nc1ccc(-c2nnc(C(Nc3ccc(C#N)c(Cl)c3C)C(C)O)o2)cc1. Reaction SMILES: [C:1]([Si:2]([CH3:3])([CH3:4])[O:6][CH:7]([CH:8]([NH:9][c:10]1[c:11]([CH3:19])[c:12]([Cl:18])[c:13]([C:16]#[N:17])[cH:14][cH:15]1)[c:20]1[n:21][n:22][c:23](-[c:25]2[cH:26][cH:27][c:28]([NH:31][C:32]([CH3:33])=[O:34])[cH:29][cH:30]2)[o:24]1)[CH3:35])([CH3:5])([CH3:36])[CH3:37].[CH2:39]([N+:40]([CH2:41][CH2:42][CH2:43][CH3:44])([CH2:45][CH2:46][CH2:47][CH3:48])[CH2:49][CH2:50][CH2:51][CH3:52])[CH2:53][CH2:54][CH3:55].[CH2:56]1[O:57][CH2:58][CH2:59][CH2:60]1.[F-:38]>>[OH:6][CH:7]([CH:8]([NH:9][c:10]1[c:11]([CH3:19])[c:12]([Cl:18])[c:13]([C:16]#[N:17])[cH:14][cH:15]1)[c:20]1[n:21][n:22][c:23](-[c:25]2[cH:26][cH:27][c:28]([NH:31][C:32]([CH3:33])=[O:34])[cH:29][cH:30]2)[o:24]1)[CH3:35]. The reactants are ClC1=C(C=CC(=C1)Cl)C1N(C(C2=CC=CC=C2C1C(=O)NOCC(=O)O)=O)C1C(CCCC1)NS(=O)(=O)C ([({[(3RS,4RS)-3-(2,4-dichlorophenyl)-2-{(1SR,2SR)-2-[(methylsulfonyl)amino]cyclohexyl}-1-oxo-1,2,3,4-tetrahydroisoquinolin-4-yl]carbonyl}amino)oxy]acetic acid), N(N)C(=O)OC(C)(C)C (tert-butyl hydrazinecarboxylate), C=1C=CC2=C(C1)N=NN2O (HOBt), CCN=C=NCCCN(C)C.Cl (WSC hydrochloride). Solvent: CN(C)C=O (DMF), O (water), C(C)(=O)OCC (Ethyl acetate). Conditions: time 3 hour. The product is ClC1=C(C=CC(=C1)Cl)C1N(C(C2=CC=CC=C2C1C(=O)NOCC(=O)NN)=O)C1C(CCCC1)NS(=O)(=O)C ((3RS,4RS)-3-(2,4-dichlorophenyl)-N-(2-hydrazino-2-oxoethoxy)-2-{(1SR,2SR)-2-[(methylsulfonyl)amino]cyclohexyl}-1-oxo-1,2,3,4-tetrahydroisoquinoline-4-carboxamide). Yield: 68.9%. Reaction SMILES: Cl[C:2]1[CH:7]=[C:6]([Cl:8])[CH:5]=[CH:4][C:3]=1[CH:9]1[CH:18]([C:19]([NH:21][O:22][CH2:23][C:24](O)=[O:25])=[O:20])[C:17]2[C:12](=[CH:13][CH:14]=[CH:15][CH:16]=2)[C:11](=[O:27])[N:10]1[CH:28]1[CH2:33][CH2:32][CH2:31][CH2:30][CH:29]1[NH:34][S:35]([CH3:38])(=[O:37])=[O:36].[NH:39](C(OC(C)(C)C)=O)[NH2:40].C1C=CC2N(O)N=NC=2C=1.CCN=C=NCCCN(C)C.[ClH:69]>O.C(OCC)(=O)C.CN(C=O)C>[Cl:69][C:4]1[CH:5]=[C:6]([Cl:8])[CH:7]=[CH:2][C:3]=1[CH:9]1[CH:18]([C:19]([NH:21][O:22][CH2:23][C:24]([NH:39][NH2:40])=[O:25])=[O:20])[C:17]2[C:12](=[CH:13][CH:14]=[CH:15][CH:16]=2)[C:11](=[O:27])[N:10]1[CH:28]1[CH2:33][CH2:32][CH2:31][CH2:30][CH:29]1[NH:34][S:35]([CH3:38])(=[O:36])=[O:37] |f:3.4|. Reported procedure: To 591 mg of [({[(3RS,4RS)-3-(2,4-dichlorophenyl)-2-{(1SR,2SR)-2-[(methylsulfonyl)amino]cyclohexyl}-1-oxo-1,2,3,4-tetrahydroisoquinolin-4-yl]carbonyl}amino)oxy]acetic acid were added 8 ml of DMF, 200 mg of tert-butyl hydrazinecarboxylate, 205 mg of HOBt, and 388 mg of WSC hydrochloride, followed by stirring at room temperature for 3 hours. Ethyl acetate and water were added thereto to carry out a liquid separation operation. The organic layer was washed with a saturated aqueous sodium hydrogen c... Starting materials: CC(C)(C)[Si](C)(C)Cl, Nc1ccc(-c2nc3ccc(O)cc3o2)cn1, CN(C)C=O, c1c[nH]cn1. Product: CC(C)(C)[Si](C)(C)Oc1ccc2nc(-c3ccc(N)nc3)oc2c1. As a reaction SMILES: [C:18]([CH3:19])([CH3:20])([CH3:21])[Si:22]([CH3:23])([CH3:24])[Cl:25].[NH2:1][c:2]1[cH:3][cH:4][c:5](-[c:8]2[o:9][c:10]3[c:11]([n:12]2)[cH:13][cH:14][c:15]([OH:17])[cH:16]3)[cH:6][n:7]1.[O:31]=[CH:32][N:33]([CH3:34])[CH3:35].[nH:26]1[cH:27][cH:28][n:29][cH:30]1>>[NH2:1][c:2]1[cH:3][cH:4][c:5](-[c:8]2[o:9][c:10]3[c:11]([n:12]2)[cH:13][cH:14][c:15]([O:17][Si:22]([C:18]([CH3:19])([CH3:20])[CH3:21])([CH3:23])[CH3:24])[cH:16]3)[cH:6][n:7]1. Reactants: C(C)(C)(C)OC(=O)N1CCC2=C(N(N=C2CC1)CC)OS(=O)(=O)C(F)(F)F (2-ethyl-3-trifluoromethanesulfonyloxy-4,5,7,8-tetrahydro-2H-1,2,6-triaza-azulene-6-carboxylic acid tert-butyl ester), C(C)(C)C1=CC=C(C=C1)B(O)O (4-isopropylphenylboronic acid). Yields the product C(C)N1N=C2CCNCCC2=C1C1=CC=C(C=C1)C(C)C (2-Ethyl-3-(4-isopropyl-phenyl)-2,4,5,6,7,8-hexahydro-1,2,6-triaza-azulene). Isolated yield 93.2%. Reaction SMILES: C(OC([N:8]1[CH2:17][CH2:16][C:15]2[C:11](=[C:12](OS(C(F)(F)F)(=O)=O)[N:13]([CH2:18][CH3:19])[N:14]=2)[CH2:10][CH2:9]1)=O)(C)(C)C.[CH:28]([C:31]1[CH:36]=[CH:35][C:34](B(O)O)=[CH:33][CH:32]=1)([CH3:30])[CH3:29]>>[CH2:18]([N:13]1[C:12]([C:34]2[CH:35]=[CH:36][C:31]([CH:28]([CH3:30])[CH3:29])=[CH:32][CH:33]=2)=[C:11]2[C:15]([CH2:16][CH2:17][NH:8][CH2:9][CH2:10]2)=[N:14]1)[CH3:19]. Reported procedure: The title compound (131 mg) was prepared according to Example 193 using 205 mg of 2-ethyl-3-trifluoromethanesulfonyloxy-4,5,7,8-tetrahydro-2H-1,2,6-triaza-azulene-6-carboxylic acid tert-butyl ester (Example 193, Step A) and 245 mg of 4-isopropylphenylboronic acid. MS (ESI): exact mass calculated for C18H25N3, 283.20. found, m/z 284.5 [M+H]+. 1H NMR (500 MHz, CD3OD): 7.48-7.46 (m, 2H), 7.34-7.33 (m, 2H), 4.12 (q, J=7.3 Hz, 2H), 3.50-3.45 (m, 2H), 3.36-3.33 (m, 2H), 3.27-3.25 (m, 2H), 3.01 (m, 1H)...